From a dataset of the Open Reaction Database (ORD), a public repository of structured organic reaction records. describe an organic reaction: reactants, conditions, products, and yield The reactants are COC(C1=CC(C(=O)NC2CCN(CC2)CC2=CC(=C(C(=C2)OCC)F)OCC)=CC(=C1)OC)=O (N-[1-(3,5-Diethoxy-4-fluoro-benzyl)-piperidin-4-yl]-5-methoxy-isophthalamic acid methyl ester), C(C)OC=1C=C(C=O)C=C(C1N1C=CC=C1)OCC (3,5-diethoxy-4-pyrrol-1-yl-benzaldehyde), C(#N)[BH3-].[Na+] (sodium cyanoborohydride), C(C)N(C(C)C)C(C)C (N-ethyl-diisopropylamine). The solvent is C(C)O (ethanol), C(C)(=O)O (acetic acid). Yields the product COC(C1=CC(C(=O)NC2CCN(CC2)CC2=CC(=C(C(=C2)OCC)N2C=CC=C2)OCC)=CC(=C1)OC)=O (N-[1-(3,5-Diethoxy-4-pyrrol-1-yl-benzyl)-piperidin-4-yl]-5-methoxy-isophthalamic acid methyl ester). Reaction SMILES: [CH3:1][O:2][C:3](=[O:35])[C:4]1[CH:32]=[C:31]([O:33][CH3:34])[CH:30]=[C:6]([C:7]([NH:9][CH:10]2[CH2:15][CH2:14][N:13]([CH2:16][C:17]3[CH:22]=[C:21]([O:23][CH2:24][CH3:25])[C:20](F)=[C:19]([O:27][CH2:28][CH3:29])[CH:18]=3)[CH2:12][CH2:11]2)=[O:8])[CH:5]=1.C(OC1C=C(C=C(OCC)C=1[N:47]1[CH:51]=[CH:50][CH:49]=[CH:48]1)C=O)C.C([BH3-])#N.[Na+].C(N(C(C)C)C(C)C)C>C(O)C.C(O)(=O)C>[CH3:1][O:2][C:3](=[O:35])[C:4]1[CH:32]=[C:31]([O:33][CH3:34])[CH:30]=[C:6]([C:7]([NH:9][CH:10]2[CH2:15][CH2:14][N:13]([CH2:16][C:17]3[CH:22]=[C:21]([O:23][CH2:24][CH3:25])[C:20]([N:47]4[CH:51]=[CH:50][CH:49]=[CH:48]4)=[C:19]([O:27][CH2:28][CH3:29])[CH:18]=3)[CH2:12][CH2:11]2)=[O:8])[CH:5]=1 |f:2.3|. Procedure details: In analogy to the procedure described in example 50k), 5-methoxy-N-piperidin-4-yl-isophthalamic acid methyl ester (example 143) was reacted with 3,5-diethoxy-4-pyrrol-1-yl-benzaldehyde (example 40b), sodium cyanoborohydride, N-ethyl-diisopropylamine and acetic acid in ethanol at 50° C. to yield the title compound as light yellow solid. MS: 536.5 (MH+). Starting materials: Cl.NN (hydrazine hydrochloride), [Li+].CC(C)[N-]C(C)C (LDA), C(C)#N (Acetonitrile), CNC(=O)C=1C=C(C=CC1)CCC(=O)OC (methyl 3-(3-(methylcarbamoyl)phenyl)propanoate). Run in C(C)O (ethanol), O1CCCC1 (tetrahydrofuran), C1CCOC1 (THF), O1CCCC1 (tetrahydrofuran). Run at temperature -78 celsius, time 10 minute. Product: NC1=CC(=NN1)CCC=1C=C(C(=O)NC)C=CC1 (3-(2-(5-amino-1H-pyrazol-3-yl)ethyl)-N-methylbenzamide). Yield: 13.6%. Reaction SMILES: [Li+].CC([N-]C(C)C)C.[C:9](#[N:11])[CH3:10].[CH3:12][NH:13][C:14]([C:16]1[CH:17]=[C:18]([CH2:22][CH2:23][C:24](OC)=O)[CH:19]=[CH:20][CH:21]=1)=[O:15].Cl.[NH2:29][NH2:30]>O1CCCC1.C(O)C>[NH2:11][C:9]1[NH:30][N:29]=[C:24]([CH2:23][CH2:22][C:18]2[CH:17]=[C:16]([CH:21]=[CH:20][CH:19]=2)[C:14]([NH:13][CH3:12])=[O:15])[CH:10]=1 |f:0.1,4.5|. Procedure: 1.8M LDA in THF (30.0 mL, 54.00 mmol) was added to tetrahydrofuran (60 mL) and cooled to −78° C. Acetonitrile (2.82 mL, 54.00 mmol) was added drop-wise over 15 mins. A solution of methyl 3-(3-(methylcarbamoyl)phenyl)propanoate (2.99 g, 13.5 mmol) in tetrahydrofuran (10 ml) was added. The resulting mixture stirred at −78° C. for 10 mins. The reaction mixture was warmed to 5° C. and stirred for 30 mins, hydrazine hydrochloride (3.70 g, 54.00 mmol) and ethanol (60.0 mL) were added and the reaction ... The reactants are C(C1=CC=CC=C1)OC1=CC=C(C=C1)CC(=O)NC1=C(C=CC(=C1)OC)C1CC2=CC=C(C=C2CC1)OC (2-(4-benzyloxyphenyl)-N-[5-methoxy-2-(6-methoxy-1,2,3,4-tetrahydronaphthalen-2-yl)phenyl]acetamide), C(C1=CC=CC=C1)OC1=CC=C(C=C1)CCNC1=C(C=CC(=C1)OC)C1CC2=CC=C(C=C2CC1)OC ([2-(4-benzyloxyphenyl)ethyl][5-methoxy-2-(6-methoxy-1,2,3,4-tetrahydronaphthalen-2-yl)phenyl]amine). The product is C(C1=CC=CC=C1)OC1=CC=C(C=C1)CCN(C1=C(C=CC(=C1)OC)C1CC2=CC=C(C=C2CC1)OC)CC ([2-(4-benzyloxyphenyl)ethyl]ethyl[5-methoxy-2-(6-methoxy-1,2,3,4-tetrahydronaphthalen-2-yl)phenyl]amine). As a reaction SMILES: [CH2:1](OC1C=CC(CC(NC2C=C(OC)C=CC=2C2CCC3C(=CC=C(OC)C=3)C2)=O)=CC=1)[C:2]1C=CC=CC=1.[CH2:39]([O:46][C:47]1[CH:52]=[CH:51][C:50]([CH2:53][CH2:54][NH:55][C:56]2[CH:61]=[C:60]([O:62][CH3:63])[CH:59]=[CH:58][C:57]=2[CH:64]2[CH2:73][CH2:72][C:71]3[C:66](=[CH:67][CH:68]=[C:69]([O:74][CH3:75])[CH:70]=3)[CH2:65]2)=[CH:49][CH:48]=1)[C:40]1[CH:45]=[CH:44][CH:43]=[CH:42][CH:41]=1>>[CH2:39]([O:46][C:47]1[CH:48]=[CH:49][C:50]([CH2:53][CH2:54][N:55]([CH2:1][CH3:2])[C:56]2[CH:61]=[C:60]([O:62][CH3:63])[CH:59]=[CH:58][C:57]=2[CH:64]2[CH2:73][CH2:72][C:71]3[C:66](=[CH:67][CH:68]=[C:69]([O:74][CH3:75])[CH:70]=3)[CH2:65]2)=[CH:51][CH:52]=1)[C:40]1[CH:45]=[CH:44][CH:43]=[CH:42][CH:41]=1. Procedure: Synthesized from 2-(4-benzyloxyphenyl)-N-[5-methoxy-2-(6-methoxy-1,2,3,4-tetrahydronaphthalen-2-yl)phenyl]acetamide according to an analogous synthetic method to Example 337, [2-(4-benzyloxyphenyl)ethyl][5-methoxy-2-(6-methoxy-1,2,3,4-tetrahydronaphthalen-2-yl)phenyl]amine (1.3 g) was used according to an analogous synthetic method to Example 36 to provide [2-(4-benzyloxyphenyl)ethyl]ethyl[5-methoxy-2-(6-methoxy-1,2,3,4-tetrahydronaphthalen-2-yl)phenyl]amine (1.2 g). The total amount of this com...